describe an organic reaction: reactants, conditions, products, and yield From a dataset of the Open Reaction Database (ORD), a public repository of structured organic reaction records. Starting materials: ClC=1C=CC2=NC(NC=C2N1)=O (6-chloro-3H-pyrido[3,2-d]pyrimidin-2-one), ice water, O=P(Cl)(Cl)Cl (POCl3). Product: ClC=1N=CC2=C(N1)C=CC(=N2)Cl (2,6-dichloro-pyrido[3,2-d]pyrimidine). RXN SMILES: [Cl:1][C:2]1[CH:3]=[CH:4][C:5]2[C:10]([N:11]=1)=[CH:9][NH:8][C:7](=O)[N:6]=2.O=P(Cl)(Cl)[Cl:15]>>[Cl:15][C:7]1[N:8]=[CH:9][C:10]2[N:11]=[C:2]([Cl:1])[CH:3]=[CH:4][C:5]=2[N:6]=1. Reported procedure: 6-chloro-3H-pyrido[3,2-d]pyrimidin-2-one (3.4 g, 5.2 mmol) are taken up in POCl3 (55 mL) and the mixture is heated for 3 h to 105° C. Then the reaction mixture is added dropwise to ice water, extracted with DCM, the organic phase is dried on MgSO4, the solvent is eliminated in vacuo and 2,6-dichloro-pyrido[3,2-d]pyrimidine (HPLC-MS: MS(M+H)+=200; method AFEC) is obtained.